From a dataset of the Open Reaction Database (ORD), a public repository of structured organic reaction records. describe an organic reaction: reactants, conditions, products, and yield Starting materials: CC1CC2=C(CN1)SC(=N2)C(=O)[O-].[Li+] (lithium 6-methyl-4,5,6,7-tetrahydrothiazolo[5,4-c]pyridine-2-carboxylate), Cl.ClC=1C=C2C=CC(=CC2=CC1)S(=O)(=O)N1CC(NCC1)CC(=O)N1CCCCC1 (1-[(6-chloronaphthalen-2-yl)sulfonyl]-3-[[(piperidin-1-yl)carbonyl]methyl]piperazine hydrochloride). Product: Cl.ClC=1C=C2C=CC(=CC2=CC1)S(=O)(=O)N1CC(N(CC1)C(=O)C=1SC=2CNC(CC2N1)C)CC(=O)N1CCCCC1 (4-[(6-Chloronaphthalen-2-yl)sulfonyl]-2-[[(piperidin-1-yl)carbonyl]methyl]-1-[(6-methyl-4,5,6,7-tetrahydrothiazolo[5,4-c]pyridin-2-yl)carbonyl]piperazine hydrochloride). As a reaction SMILES: [CH3:1][CH:2]1[NH:7][CH2:6][C:5]2[S:8][C:9]([C:11]([O-:13])=O)=[N:10][C:4]=2[CH2:3]1.[Li+].Cl.[Cl:16][C:17]1[CH:18]=[C:19]2[C:24](=[CH:25][CH:26]=1)[CH:23]=[C:22]([S:27]([N:30]1[CH2:35][CH2:34][NH:33][CH:32]([CH2:36][C:37]([N:39]3[CH2:44][CH2:43][CH2:42][CH2:41][CH2:40]3)=[O:38])[CH2:31]1)(=[O:29])=[O:28])[CH:21]=[CH:20]2>>[ClH:16].[Cl:16][C:17]1[CH:18]=[C:19]2[C:24](=[CH:25][CH:26]=1)[CH:23]=[C:22]([S:27]([N:30]1[CH2:35][CH2:34][N:33]([C:11]([C:9]3[S:8][C:5]4[CH2:6][NH:7][CH:2]([CH3:1])[CH2:3][C:4]=4[N:10]=3)=[O:13])[CH:32]([CH2:36][C:37]([N:39]3[CH2:40][CH2:41][CH2:42][CH2:43][CH2:44]3)=[O:38])[CH2:31]1)(=[O:29])=[O:28])[CH:21]=[CH:20]2 |f:0.1,2.3,4.5|. Procedure details: Starting materials: lithium 6-methyl-4,5,6,7-tetrahydrothiazolo[5,4-c]pyridine-2-carboxylate, 1-[(6-chloronaphthalen-2-yl)sulfonyl]-3-[[(piperidin-1-yl)carbonyl]methyl]piperazine hydrochloride